From a dataset of the Open Reaction Database (ORD), a public repository of structured organic reaction records. describe an organic reaction: reactants, conditions, products, and yield Reactants: BrC=1C=CC2=C(C=C(C(O2)(C)C)C)C1 (6-bromo-2,2,3-trimethyl-2H-1-benzopyran), FC(C(=O)[O-])(F)F.[K+] (potassium trifluoroacetate), cuprous iodide. Run in CN(C=O)C (dimethylformamide), C1(=CC=CC=C1)C (toluene), C1(=CC=CC=C1)C (toluene). Product: FC(C=1C=CC2=C(C=C(C(O2)(C)C)C)C1)(F)F (6-trifluoromethyl-2,2,3-trimethyl-2H-1-benzopyran). The yield is 51.8%. As a reaction SMILES: Br[C:2]1[CH:3]=[CH:4][C:5]2[O:10][C:9]([CH3:12])([CH3:11])[C:8]([CH3:13])=[CH:7][C:6]=2[CH:14]=1.[F:15][C:16]([F:21])([F:20])C([O-])=O.[K+]>CN(C)C=O.C1(C)C=CC=CC=1>[F:15][C:16]([F:21])([F:20])[C:2]1[CH:3]=[CH:4][C:5]2[O:10][C:9]([CH3:12])([CH3:11])[C:8]([CH3:13])=[CH:7][C:6]=2[CH:14]=1 |f:1.2|. Procedure: A suspension containing 6-bromo-2,2,3-trimethyl-2H-1-benzopyran (38.0 g, 0.15 mol), potassium trifluoroacetate (62.0 g, 0.408 mol) and cuprous iodide (57.0g, 0.30 mol) in dimethylformamide (530 ml) and toluene (225 ml) was heated under nitrogen until a total of 70 ml of toluene was collected by distillation. Toluene was distilled off until the temperature of the reaction mixture reached 140° C. After a further four hours at this temperature the mixture was cooled to room temperature, water and d... Starting materials: [BH4-], CCOC(=O)C1(COCc2ccccc2)CCC2(CC1)OCCO2, [Li+], C1CCOC1. The product is OCC1(COCc2ccccc2)CCC2(CC1)OCCO2. As a reaction SMILES: [BH4-:25].[CH2:1]([c:2]1[cH:3][cH:4][cH:5][cH:6][cH:7]1)[O:8][CH2:9][C:10]1([C:20](=[O:21])[O:22][CH2:23][CH3:24])[CH2:11][CH2:12][C:13]2([O:14][CH2:15][CH2:16][O:17]2)[CH2:18][CH2:19]1.[Li+:26].[O:27]1[CH2:28][CH2:29][CH2:30][CH2:31]1>>[CH2:1]([c:2]1[cH:3][cH:4][cH:5][cH:6][cH:7]1)[O:8][CH2:9][C:10]1([CH2:20][OH:21])[CH2:11][CH2:12][C:13]2([O:14][CH2:15][CH2:16][O:17]2)[CH2:18][CH2:19]1. The reactants are CS(=O)(=O)OCC1COC(OC1)(C)C ((2,2-dimethyl-1,3-dioxan-5-yl)methyl methanesulfonate), C(C1=CC=CC=C1)N (benzylamine). Solvent: C(C)(=O)OCC (ethyl acetate). Yields the product C(C1=CC=CC=C1)NCC1COC(OC1)(C)C (N-benzyl(2,2-dimethyl-1,3-dioxan-5-yl)methanamine). Yield: 84.7%. RXN SMILES: CS(O[CH2:6][CH:7]1[CH2:12][O:11][C:10]([CH3:14])([CH3:13])[O:9][CH2:8]1)(=O)=O.[CH2:15]([NH2:22])[C:16]1[CH:21]=[CH:20][CH:19]=[CH:18][CH:17]=1>C(OCC)(=O)C>[CH2:15]([NH:22][CH2:6][CH:7]1[CH2:12][O:11][C:10]([CH3:14])([CH3:13])[O:9][CH2:8]1)[C:16]1[CH:21]=[CH:20][CH:19]=[CH:18][CH:17]=1. Procedure details: A solution of (2,2-dimethyl-1,3-dioxan-5-yl)methyl methanesulfonate (1.70 g, 7.58 mmol) in benzylamine (10 mL, 92 mmol) was stirred at 80° C. and monitored by TLC. After 2 h the reaction was complete therefore concentrated in vacuo. The residue was diluted with toluene (containing a small amount of ethyl acetate) and washed with water, dried and concentrate in vacuo. Column chromatography on silica eluting with ethyl acetate afforded N-benzyl(2,2-dimethyl-1,3-dioxan-5-yl)methanamine (1.51 g, 85%... Reactants: ClCCl, CCOCC, CC(=O)[O-], COC(=O)C1(C(O)CCCCc2ccccc2)CO1, [Na+], O=[Cr](=O)([O-])Cl, c1cc[nH+]cc1. The product is COC(=O)C1(C(=O)CCCCc2ccccc2)CO1. As a reaction SMILES: [CH2:36]([Cl:37])[Cl:38].[CH2:39]([O:40][CH2:41][CH3:42])[CH3:43].[CH3:13][C:14](=[O:15])[O-:16].[CH3:17][O:18][C:19](=[O:20])[C:21]1([CH:24]([CH2:25][CH2:26][CH2:27][CH2:28][c:29]2[cH:30][cH:31][cH:32][cH:33][cH:34]2)[OH:35])[O:22][CH2:23]1.[Na+:12].[O:1]=[Cr:2]([Cl:3])([O-:4])=[O:5].[nH+:6]1[cH:7][cH:8][cH:9][cH:10][cH:11]1>>[CH3:17][O:18][C:19](=[O:20])[C:21]1([C:24]([CH2:25][CH2:26][CH2:27][CH2:28][c:29]2[cH:30][cH:31][cH:32][cH:33][cH:34]2)=[O:35])[O:22][CH2:23]1. The reactants are ClCCl, CCC(Sc1ccc(CCC(=O)OC)c(C)c1)c1ccc2nc(-c3ccc(C(F)(F)F)cc3)sc2c1, CO, [Na+], [OH-], O. Product: CCC(Sc1ccc(CCC(=O)O)c(C)c1)c1ccc2nc(-c3ccc(C(F)(F)F)cc3)sc2c1. RXN SMILES: [CH2:40]([Cl:41])[Cl:42].[CH3:3][c:4]1[c:5]([CH2:33][CH2:34][C:35](=[O:36])[O:37][CH3:38])[cH:6][cH:7][c:8]([S:10][CH:11]([CH2:12][CH3:13])[c:14]2[cH:15][c:16]3[c:17]([n:18][c:19](-[c:21]4[cH:22][cH:23][c:24]([C:27]([F:28])([F:29])[F:30])[cH:25][cH:26]4)[s:20]3)[cH:31][cH:32]2)[cH:9]1.[CH3:43][OH:44].[Na+:2].[OH-:1].[OH2:39]>>[CH3:3][c:4]1[c:5]([CH2:33][CH2:34][C:35](=[O:36])[OH:37])[cH:6][cH:7][c:8]([S:10][CH:11]([CH2:12][CH3:13])[c:14]2[cH:15][c:16]3[c:17]([n:18][c:19](-[c:21]4[cH:22][cH:23][c:24]([C:27]([F:28])([F:29])[F:30])[cH:25][cH:26]4)[s:20]3)[cH:31][cH:32]2)[cH:9]1. The reactants are [OH-].[Na+] (NaOH), OP(=O)(O)[O-].[K+] (KH2PO4), [O-]Cl=O.[Na+] (NaClO2), C(=O)C=1OC2=C(C1)C=CC(=C2)C(=O)OC (Methyl 2-formyl-1-benzofuran-6-carboxylate). The solvent is O (H2O), O (H2O), CS(=O)C (DMSO). The product is COC(=O)C1=CC2=C(C=C(O2)C(=O)O)C=C1 (6-(methoxycarbonyl)-1-benzofuran-2-carboxylic acid). The yield is 289.3%. Reaction SMILES: [CH:1]([C:3]1[O:4][C:5]2[CH:11]=[C:10]([C:12]([O:14][CH3:15])=[O:13])[CH:9]=[CH:8][C:6]=2[CH:7]=1)=[O:2].[OH:16]P([O-])(O)=O.[K+].[O-]Cl=O.[Na+].[OH-].[Na+]>CS(C)=O.O>[CH3:15][O:14][C:12]([C:10]1[CH:9]=[CH:8][C:6]2[CH:7]=[C:3]([C:1]([OH:16])=[O:2])[O:4][C:5]=2[CH:11]=1)=[O:13] |f:1.2,3.4,5.6|. Reported procedure: Methyl 2-formyl-1-benzofuran-6-carboxylate (1.23 g, 6.0 mmol) is dissolved in DMSO (12 ml). KH2PO4 (229 mg, 1.68 mmol) in H2O (2 ml) and NaClO2 (80%, 949 mg, 8.4 mmol) in H2O (12 ml) are added drop-wise to the solution, and the reaction is stirred over the weekend at RT. The pH is adjusted to 10 with 2N NaOH and the mixture is extracted with Et2O (3×50 ml). The pH is adjusted again to 3 with concentrated HCl and the slurry is filtered. The cake is dried overnight, yielding 1.07 g (81%) of 6-(met... Starting materials: C(CCC)[Sn](C=1OC=CC1)(CCCC)CCCC (2-tributylstannylfuran), tetrakistriphenylphosphine palladium, [Cl-].[Li+] (lithium chloride), C(C)(C)(C)OC(=O)NCC=1C=C(C=CC1OS(=O)(=O)C(F)(F)F)CC(C(=O)OCC)OC(C)C (ethyl 3-(3-[(tertiary butoxycarbonyl)amino]methyl-4-[(trifluoromethyl)sulfonyl]oxyphenyl)-2-isopropoxypropionate), O1CCOCC1 (dioxane). Reaction conditions: temperature 80 celsius, time 8 hour. Yields the product C(C)(C)(C)OC(=O)NCC=1C=C(C=CC1OS(=O)(=O)C(F)(F)F)CC(C(=O)OCC)OCC(C)C=1OC=CC1 (ethyl 3-(3-[(tertiary butoxycarbonyl)amino]methyl-4-[(trifluoromethyl)sulfonyl]oxyphenyl)-2-(2-furyl)propoxypropionate). RXN SMILES: [C:1]([O:5][C:6]([NH:8][CH2:9][C:10]1[CH:11]=[C:12]([CH2:24][CH:25]([O:31][CH:32]([CH3:34])C)[C:26]([O:28][CH2:29][CH3:30])=[O:27])[CH:13]=[CH:14][C:15]=1[O:16][S:17]([C:20]([F:23])([F:22])[F:21])(=[O:19])=[O:18])=[O:7])([CH3:4])([CH3:3])[CH3:2].C([Sn](CCCC)(CCCC)[C:40]1[O:41][CH:42]=[CH:43][CH:44]=1)CCC.[Cl-].[Li+].O1CCOC[CH2:56]1>>[C:1]([O:5][C:6]([NH:8][CH2:9][C:10]1[CH:11]=[C:12]([CH2:24][CH:25]([O:31][CH2:32][CH:34]([C:40]2[O:41][CH:42]=[CH:43][CH:44]=2)[CH3:56])[C:26]([O:28][CH2:29][CH3:30])=[O:27])[CH:13]=[CH:14][C:15]=1[O:16][S:17]([C:20]([F:23])([F:22])[F:21])(=[O:19])=[O:18])=[O:7])([CH3:4])([CH3:3])[CH3:2] |f:2.3|. Procedure: 334 mg of ethyl 3-(3-[(tertiary butoxycarbonyl)amino]methyl-4-[(trifluoromethyl)sulfonyl]oxyphenyl)-2-isopropoxypropionate was dissolved in 4 ml dioxane. 280 mg of 2-tributylstannylfuran, 75 mg of tetrakistriphenylphosphine palladium and 83 mg of lithium chloride were added thereto, followed by stirring overnight at 80° C. in a nitrogen atmosphere. The reaction mixture was concentrated and the residue was purified by silica gel column chromatography, to give 180 mg of ethyl 3-(3-[(tertiary butox... Reactants: C1(CC=CC1)C(=O)OCC1=CC=CC=C1 (benzyl cyclopent-3-ene-1-carboxylate), B1(OO1)[O-].O.O.O.O.[Na+] (Sodium perborate tetrahydrate). Solvent: C1CCOC1 (THF). Run at temperature 0 celsius, time 30 minute. The product is OC1CC(CC1)C(=O)OCC1=CC=CC=C1 (benzyl 3-hydroxycyclopentanecarboxylate). As a reaction SMILES: [CH:1]1([C:6]([O:8][CH2:9][C:10]2[CH:15]=[CH:14][CH:13]=[CH:12][CH:11]=2)=[O:7])[CH2:5][CH:4]=[CH:3][CH2:2]1.B1([O-])O[O:17]1.O.O.O.O.[Na+]>C1COCC1>[OH:17][CH:3]1[CH2:4][CH2:5][CH:1]([C:6]([O:8][CH2:9][C:10]2[CH:11]=[CH:12][CH:13]=[CH:14][CH:15]=2)=[O:7])[CH2:2]1 |f:1.2.3.4.5.6|. Reported procedure: The benzyl cyclopent-3-ene-1-carboxylate (2.0 g, 9.89 mmol) was dissolved in 20 mL of THF and cooled to 0° C. under nitrogen. Borane-THF complex (0.95 mL, 9.89 mmol) was added via syringe and the mixture was stirred for 30 minutes at 0° C. Sodium perborate tetrahydrate solution (100 mL of 0.33 M aqueous solution) was added, and after 30 minutes the reaction mixture was extracted with ethyl acetate. The combined extracts were washed with water and brine and then dried over sodium sulfate. Filtrat... The reactants are CCO, CCC(C1CCN(Cc2ccc(F)cc2)C(=O)C1)[N+](=O)[O-], [H][H], O. The product is CCC(N)C1CCN(Cc2ccc(F)cc2)C(=O)C1. As a reaction SMILES: [CH3:24][CH2:25][OH:26].[F:1][c:2]1[cH:3][cH:4][c:5]([CH2:6][N:7]2[C:8](=[O:19])[CH2:9][CH:10]([CH:13]([CH2:14][CH3:15])[N+:16]([O-:17])=[O:18])[CH2:11][CH2:12]2)[cH:20][cH:21]1.[H:22][H:23].[OH2:27]>>[F:1][c:2]1[cH:3][cH:4][c:5]([CH2:6][N:7]2[C:8](=[O:19])[CH2:9][CH:10]([CH:13]([CH2:14][CH3:15])[NH2:16])[CH2:11][CH2:12]2)[cH:20][cH:21]1.